describe an organic reaction: reactants, conditions, products, and yield From a dataset of the Open Reaction Database (ORD), a public repository of structured organic reaction records. Starting materials: BrC1=CC(=C(C(=C1)OC)F)F (1-bromo-3,4-difluoro-5-methoxybenzene), C(C=C)B(OC(C)C(C)(C)C)[O-] (pinacolyl allylboronate), [F-].[Cs+] (caesium fluoride). The reagents and catalysts are C=1C=CC(=CC1)[P](C=2C=CC=CC2)(C=3C=CC=CC3)[Pd]([P](C=4C=CC=CC4)(C=5C=CC=CC5)C=6C=CC=CC6)([P](C=7C=CC=CC7)(C=8C=CC=CC8)C=9C=CC=CC9)[P](C=1C=CC=CC1)(C=1C=CC=CC1)C=1C=CC=CC1 (tetrakis(triphenylphosphine)palladium(0)). The solvent is O1CCCC1 (tetrahydrofuran), C(C)OCC (diethyl ether). The product is C(C=C)C=1C=C(C(=C(C1)F)F)OC (5-Allyl-1,2-difluoro-3-methoxybenzene). RXN SMILES: Br[C:2]1[CH:7]=[C:6]([O:8][CH3:9])[C:5]([F:10])=[C:4]([F:11])[CH:3]=1.[CH2:12](B([O-])OC(C(C)(C)C)C)[CH:13]=[CH2:14].[F-].[Cs+]>O1CCCC1.C(OCC)C.C1C=CC([P]([Pd]([P](C2C=CC=CC=2)(C2C=CC=CC=2)C2C=CC=CC=2)([P](C2C=CC=CC=2)(C2C=CC=CC=2)C2C=CC=CC=2)[P](C2C=CC=CC=2)(C2C=CC=CC=2)C2C=CC=CC=2)(C2C=CC=CC=2)C2C=CC=CC=2)=CC=1>[CH2:14]([C:2]1[CH:7]=[C:6]([O:8][CH3:9])[C:5]([F:10])=[C:4]([F:11])[CH:3]=1)[CH:13]=[CH2:12] |f:2.3,^1:39,41,60,79|. Procedure: 3.06 g of 1-bromo-3,4-difluoro-5-methoxybenzene (D2), 4.54 ml of pinacolyl allylboronate, 3.04 g of tetrakis(triphenylphosphine)palladium(0) and 7.62 g of caesium fluoride are suspended in 115 ml of tetrahydrofuran under an argon atmosphere. The reaction mixture is subsequently heated under reflux for 48 h. For work-up, the mixture is diluted with 400 ml of diethyl ether and extracted with 100 ml of water and 100 ml of saturated NaCl solution. The combined organic phases are dried over Na2SO4, f... Reactants: CC1=C(N=C(O1)C1=CC=CC=C1)COC1=C(C=C(C=CC=O)C=C1)OCCC (4-(5-methyl-2-phenyl-4-oxazolylmethoxy)-3-propoxycinnamaldehyde), O1C(NC(C1)=O)=O (2,4-oxazolidinedione). The product is CC1=C(N=C(O1)C1=CC=CC=C1)COC1=C(C=C(C=C1)CCCC1C(NC(O1)=O)=O)OCCC (5-[3-[4-(5-methyl-2-phenyl-4-oxazolylmethoxy)-3-propoxyphenyl]propyl]-2,4-oxazolidinedione). RXN SMILES: [CH3:1][C:2]1[O:6][C:5]([C:7]2[CH:12]=[CH:11][CH:10]=[CH:9][CH:8]=2)=[N:4][C:3]=1[CH2:13][O:14][C:15]1[CH:24]=[CH:23][C:18]([CH:19]=[CH:20][CH:21]=O)=[CH:17][C:16]=1[O:25][CH2:26][CH2:27][CH3:28].[O:29]1[CH2:33][C:32](=[O:34])[NH:31][C:30]1=[O:35]>>[CH3:1][C:2]1[O:6][C:5]([C:7]2[CH:8]=[CH:9][CH:10]=[CH:11][CH:12]=2)=[N:4][C:3]=1[CH2:13][O:14][C:15]1[CH:24]=[CH:23][C:18]([CH2:19][CH2:20][CH2:21][CH:33]2[O:29][C:30](=[O:35])[NH:31][C:32]2=[O:34])=[CH:17][C:16]=1[O:25][CH2:26][CH2:27][CH3:28]. Reported procedure: In substantially the same manner as in Working Example 11, 4-(5-methyl-2-phenyl-4-oxazolylmethoxy)-3-propoxycinnamaldehyde was condensed with 2,4-oxazolidinedione. The condensate was subjected to catalytic hydrogenation to yield 5-[3-[4-(5-methyl-2-phenyl-4-oxazolylmethoxy)-3-propoxyphenyl]propyl]-2,4-oxazolidinedione, which was recrystallized from ethyl acetate-ether to give colorless needles, m.p.119-120° C. Starting materials: CS(N)(=O)=O, C=C(C)C(=O)N(C)OC, O. The product is CON(C)C(=O)C(C)(O)CO. Reaction SMILES: [CH3:1][S:2](=[O:3])([NH2:4])=[O:5].[CH3:6][O:7][N:8]([C:9]([C:10](=[CH2:11])[CH3:12])=[O:13])[CH3:14].[OH2:15]>>[OH:3][CH2:11][C:10]([C:9]([N:8]([O:7][CH3:6])[CH3:14])=[O:13])([CH3:12])[OH:15]. Starting materials: COC(=O)CBr, COCCOC, CSc1nc(C2CCCCC2)[nH]c(=O)c1C#N, [H-], [Na+], O. Product: COC(=O)Cn1c(C2CCCCC2)nc(SC)c(C#N)c1=O. Reaction SMILES: [Br:20][CH2:21][C:22](=[O:23])[O:24][CH3:25].[CH3:27][O:28][CH2:29][CH2:30][O:31][CH3:32].[CH:3]1([c:9]2[nH:10][c:11](=[O:19])[c:12]([C:17]#[N:18])[c:13]([S:15][CH3:16])[n:14]2)[CH2:4][CH2:5][CH2:6][CH2:7][CH2:8]1.[H-:2].[Na+:1].[OH2:26]>>[CH:3]1([c:9]2[n:10]([CH2:21][C:22](=[O:23])[O:24][CH3:25])[c:11](=[O:19])[c:12]([C:17]#[N:18])[c:13]([S:15][CH3:16])[n:14]2)[CH2:4][CH2:5][CH2:6][CH2:7][CH2:8]1. Starting materials: [OH-].[Li+] (Lithium hydroxide), O (water), C(=O)C=1C=CC(=C(C(=O)OCC2=CC=CC=C2)C1)OCC1=CC=CC=C1 (phenylmethyl 5-formyl-2-[(phenylmethyl)oxy]benzoate). The solvent is O1CCCC1 (tetrahydrofuran), CO (methanol). Conditions: time 8 hour. Product: C(=O)C=1C=CC(=C(C(=O)O)C1)OCC1=CC=CC=C1 (5-Formyl-2-[(phenylmethyl)oxy]benzoic acid). Reaction SMILES: [OH-].[Li+].O.[CH:4]([C:6]1[CH:7]=[CH:8][C:9]([O:22][CH2:23][C:24]2[CH:29]=[CH:28][CH:27]=[CH:26][CH:25]=2)=[C:10]([CH:21]=1)[C:11]([O:13]CC1C=CC=CC=1)=[O:12])=[O:5]>O1CCCC1.CO>[CH:4]([C:6]1[CH:7]=[CH:8][C:9]([O:22][CH2:23][C:24]2[CH:29]=[CH:28][CH:27]=[CH:26][CH:25]=2)=[C:10]([CH:21]=1)[C:11]([OH:13])=[O:12])=[O:5] |f:0.1|. Reported procedure: Lithium hydroxide (207 mg, 8.66 mmol) and water (2.5 ml) were added to a solution of phenylmethyl 5-formyl-2-[(phenylmethyl)oxy]benzoate (may be prepared as described in description 96) (1 g, 2.89 mmol) in tetrahydrofuran (10 ml) and methanol (2.5 ml). The mixture was stirred overnight. The tetrahydrofuran/methanol was removed in vacuo and the remaining aqueous solution was acidified to pH=1 and extracted with ethyl acetate (3×20 ml). The solvent was removed in vacuo to yield the title compound ... Starting materials: CN1CC2C(CCC1)(CCC2)C2=CC(=CC=C2)OC (2-methyl-5a-(3-methoxyphenyl)-decahydrocyclopent[c]azepine), ClC(=O)OC1=CC=CC=C1 (phenyl chloroformate). Solvent: ClCCl (dichloromethane). Reaction conditions: temperature 25 celsius, time 4 hour. The product is O(C1=CC=CC=C1)C(=O)N1CC2C(CCC1)(CCC2)C2=CC(=CC=C2)OC (2-phenoxycarbonyl-5a-(3-methoxyphenyl)-decahydrocyclopent[c]azepine). RXN SMILES: C[N:2]1[CH2:8][CH2:7][CH2:6][C:5]2([C:12]3[CH:17]=[CH:16][CH:15]=[C:14]([O:18][CH3:19])[CH:13]=3)[CH2:9][CH2:10][CH2:11][CH:4]2[CH2:3]1.Cl[C:21]([O:23][C:24]1[CH:29]=[CH:28][CH:27]=[CH:26][CH:25]=1)=[O:22]>ClCCl>[O:23]([C:21]([N:2]1[CH2:8][CH2:7][CH2:6][C:5]2([C:12]3[CH:17]=[CH:16][CH:15]=[C:14]([O:18][CH3:19])[CH:13]=3)[CH2:9][CH2:10][CH2:11][CH:4]2[CH2:3]1)=[O:22])[C:24]1[CH:29]=[CH:28][CH:27]=[CH:26][CH:25]=1. Reported procedure: To a stirred solution of 14.4 g. of 2-methyl-5a-(3-methoxyphenyl)-decahydrocyclopent[c]azepine in 200 ml. of dichloromethane was added dropwise over thirty minutes to a stirred solution of 11.2 g. of phenyl chloroformate. The reaction mixture was then heated to reflux and stirred for four hours. The reaction mixture was then cooled to 25° C., and the solvent was removed therefrom by evaporation under reduced pressure to provide 2-phenoxycarbonyl-5a-(3-methoxyphenyl)-decahydrocyclopent[c]azepine ... The reactants are COc1c(C#N)cc(C(=O)O)cc1OC(F)(F)F, Cc1ccccc1, CN(C)C=O, O=S(Cl)Cl. Yields the product COc1c(C#N)cc(C(=O)Cl)cc1OC(F)(F)F. Reaction SMILES: [C:1](#[N:2])[c:3]1[cH:4][c:5]([C:6](=[O:7])[OH:8])[cH:9][c:10]([O:14][C:15]([F:16])([F:17])[F:18])[c:11]1[O:12][CH3:13].[CH3:19][c:20]1[cH:21][cH:22][cH:23][cH:24][cH:25]1.[CH3:30][N:31]([CH3:32])[CH:33]=[O:34].[S:26]([Cl:27])([Cl:28])=[O:29]>>[C:1](#[N:2])[c:3]1[cH:4][c:5]([C:6](=[O:7])[Cl:28])[cH:9][c:10]([O:14][C:15]([F:16])([F:17])[F:18])[c:11]1[O:12][CH3:13]. Starting materials: C(C)N(C(C1=CC=C(C=C1)N(C1CCN(CC1)CCC)C1=CC(=CC=C1)OC)=O)CC (N,N-diethyl-4-[3-methoxyphenyl(1-propylpiperidin-4-yl)amino]benzamide), B(Br)(Br)Br (BBr3). Solvent: C(Cl)Cl (CH2Cl2), C(Cl)Cl (CH2Cl2). Conditions: time 18 hour. Product: C(C)N(C(C1=CC=C(C=C1)N(C1CCN(CC1)CCC)C1=CC(=CC=C1)O)=O)CC (N,N-diethyl-4-[3-hydroxyphenyl(1-propylpiperidin-4-yl)amino]benzamide). Yield: 91.7%. Reaction SMILES: [CH2:1]([N:3]([CH2:30][CH3:31])[C:4](=[O:29])[C:5]1[CH:10]=[CH:9][C:8]([N:11]([C:21]2[CH:26]=[CH:25][CH:24]=[C:23]([O:27]C)[CH:22]=2)[CH:12]2[CH2:17][CH2:16][N:15]([CH2:18][CH2:19][CH3:20])[CH2:14][CH2:13]2)=[CH:7][CH:6]=1)[CH3:2].B(Br)(Br)Br>C(Cl)Cl>[CH2:30]([N:3]([CH2:1][CH3:2])[C:4](=[O:29])[C:5]1[CH:6]=[CH:7][C:8]([N:11]([C:21]2[CH:26]=[CH:25][CH:24]=[C:23]([OH:27])[CH:22]=2)[CH:12]2[CH2:17][CH2:16][N:15]([CH2:18][CH2:19][CH3:20])[CH2:14][CH2:13]2)=[CH:9][CH:10]=1)[CH3:31]. Reported procedure: A solution of 1.24 g (2.93 mmol) of N,N-diethyl-4-[3-methoxyphenyl(1-propylpiperidin-4-yl)amino]benzamide, Cl, in 5 mL of CH2Cl2 was cooled to −60° C. under Ar and a solution of 17.58 mL (17.58 mmol) of 1.0 M BBr3 in CH2Cl2 was added dropwise. The temperature was allowed to rise to 25° C. and the mixture was stirred for 18 h. It was partitioned between NaHCO3 solution and 25% EtOH in CH2Cl2. The organic layer was dried (Na2SO4) and the solvent evaporated. The residue was was heated under reflux ...